From a dataset of the Open Reaction Database (ORD), a public repository of structured organic reaction records. describe an organic reaction: reactants, conditions, products, and yield The reactants are COC=1C=CC2=C(CCN(C(N2)=O)C2CCN(CC2)C2=CC(=NC=N2)C(=O)O)C1 (6-[4-(7-methoxy-2-oxo-1,2,4,5-tetrahydro-1,3-benzodiazepin-3-yl)-piperidin-1-yl]-pyrimidine-4-carboxylic acid), Cl.FC=1C=C2C(CNCC2=CC1)(C)C (6-fluoro-4,4-dimethyl-1,2,3,4-tetrahydro-isoquinoline hydrochloride), TEA, CN(C)C(=[N+](C)C)ON1C2=C(C=CC=C2)N=N1.[B-](F)(F)(F)F (TBTU). Run in CN(C)C=O (DMF). Yields the product FC=1C=C2C(CN(CC2=CC1)C(=O)C1=CC(=NC=N1)N1CCC(CC1)N1C(NC2=C(CC1)C=C(C=C2)OC)=O)(C)C (3-{1-[6-(6-fluoro-4,4-dimethyl-3,4-dihydro-1H-isoquinoline-2-carbonyl)-pyrimidin-4-yl]-piperidin-4-yl}-7-methoxy-1,3,4,5-tetrahydro-1,3-benzodiazepin-2-one). RXN SMILES: [CH3:1][O:2][C:3]1[CH:4]=[CH:5][C:6]2[NH:12][C:11](=[O:13])[N:10]([CH:14]3[CH2:19][CH2:18][N:17]([C:20]4[N:25]=[CH:24][N:23]=[C:22]([C:26](O)=[O:27])[CH:21]=4)[CH2:16][CH2:15]3)[CH2:9][CH2:8][C:7]=2[CH:29]=1.Cl.[F:31][C:32]1[CH:33]=[C:34]2[C:39](=[CH:40][CH:41]=1)[CH2:38][NH:37][CH2:36][C:35]2([CH3:43])[CH3:42].CN(C(ON1N=NC2C=CC=CC1=2)=[N+](C)C)C.[B-](F)(F)(F)F>CN(C=O)C>[F:31][C:32]1[CH:33]=[C:34]2[C:39](=[CH:40][CH:41]=1)[CH2:38][N:37]([C:26]([C:22]1[N:23]=[CH:24][N:25]=[C:20]([N:17]3[CH2:18][CH2:19][CH:14]([N:10]4[CH2:9][CH2:8][C:7]5[CH:29]=[C:3]([O:2][CH3:1])[CH:4]=[CH:5][C:6]=5[NH:12][C:11]4=[O:13])[CH2:15][CH2:16]3)[CH:21]=1)=[O:27])[CH2:36][C:35]2([CH3:43])[CH3:42] |f:1.2,3.4|. Reported procedure: 60 mg (0.15 mmol) 6-[4-(7-methoxy-2-oxo-1,2,4,5-tetrahydro-1,3-benzodiazepin-3-yl)-piperidin-1-yl]-pyrimidine-4-carboxylic acid, 33 mg (0.15 mmol) 6-fluoro-4,4-dimethyl-1,2,3,4-tetrahydro-isoquinoline hydrochloride, 66 μL (0.47 mmol) TEA and 54 mg (0.17 mmol) TBTU were stirred in 1.5 mL DMF overnight at RT. The reaction mixture was purified by HPLC. The product-containing fractions were combined and freeze-dried. Reactants: C(=O)(Cl)Cl (phosgene), C1(CCC1)O (cyclobutanol), NC1=CC=C(C=C1)C=1C(CC(NN1)=O)C (6-(p-aminophenyl)-4,5-dihydro-5-methyl-3(2H)-pyridazinone), O1CCCC1 (tetrahydrofuran). The solvent is CCOCC (ether), CCOCC (ether). Conditions: time 3 hour. The product is C1(CCC1)OC(=O)NC1=CC=C(C=C1)C=1C(CC(NN1)=O)C (6-(p-cyclobutoxycarbonylaminophenyl)-4,5-dihydro-5-methyl-3(2H)-pyridazinone). Yield: 31.5%. As a reaction SMILES: [CH:1]1([OH:5])[CH2:4][CH2:3][CH2:2]1.[C:6](Cl)(Cl)=[O:7].[NH2:10][C:11]1[CH:16]=[CH:15][C:14]([C:17]2[CH:18]([CH3:24])[CH2:19][C:20](=[O:23])[NH:21][N:22]=2)=[CH:13][CH:12]=1.O1CCCC1>CCOCC>[CH:1]1([O:5][C:6]([NH:10][C:11]2[CH:16]=[CH:15][C:14]([C:17]3[CH:18]([CH3:24])[CH2:19][C:20](=[O:23])[NH:21][N:22]=3)=[CH:13][CH:12]=2)=[O:7])[CH2:4][CH2:3][CH2:2]1. Procedure: 5.0 g (69.3 millimoles) of cyclobutanol, dissolved in 80 ml of absolute ether, are added dropwise to a stirred solution of 11.5 g (116.3 millimoles) of phosgene in 100 ml of absolute ether at 10°-15° C. The reaction solution is then stirred for 3 hours at room temperature. Thereafter, the excess phosgene is removed by means of a dry stream of nitrogen, and the ether is then removed under reduced pressure at room temperature. The cyclobutyl chloroformate which remains in mixed with 6.0 g (29.5 mi... Reactants: COC(=O)c1ccc(CCBr)cc1, O=C([O-])[O-], C=CCOC(=O)C(Cc1ccc(C(=O)OC)cc1)C(=O)OCC=C, [Cs+], [Cs+], CN(C)C=O. Yields the product C=CCOC(=O)C(CCc1ccc(C(=O)OC)cc1)(Cc1ccc(C(=O)OC)cc1)C(=O)OCC=C. As a reaction SMILES: [Br:7][CH2:8][CH2:9][c:10]1[cH:11][cH:12][c:13]([C:14](=[O:15])[O:16][CH3:17])[cH:18][cH:19]1.[C:1](=[O:2])([O-:3])[O-:4].[CH3:20][O:21][C:22](=[O:23])[c:24]1[cH:25][cH:26][c:27]([CH2:28][CH:29]([C:30](=[O:31])[O:32][CH2:33][CH:34]=[CH2:35])[C:36](=[O:37])[O:38][CH2:39][CH:40]=[CH2:41])[cH:42][cH:43]1.[Cs+:5].[Cs+:6].[O:44]=[CH:45][N:46]([CH3:47])[CH3:48]>>[CH2:8]([CH2:9][c:10]1[cH:11][cH:12][c:13]([C:14](=[O:15])[O:16][CH3:17])[cH:18][cH:19]1)[C:29]([CH2:28][c:27]1[cH:26][cH:25][c:24]([C:22]([O:21][CH3:20])=[O:23])[cH:43][cH:42]1)([C:30](=[O:31])[O:32][CH2:33][CH:34]=[CH2:35])[C:36](=[O:37])[O:38][CH2:39][CH:40]=[CH2:41]. Starting materials: BrCc1ccc(Br)cc1, C1CCOC1, Cc1ccsc1C. Yields the product Cc1cc(Cc2ccc(Br)cc2)sc1C. Reaction SMILES: [Br:8][c:9]1[cH:10][cH:11][c:12]([CH2:13][Br:14])[cH:15][cH:16]1.[CH2:17]1[O:18][CH2:19][CH2:20][CH2:21]1.[CH3:1][c:2]1[s:3][cH:4][cH:5][c:6]1[CH3:7]>>[CH3:1][c:2]1[s:3][c:4]([CH2:13][c:12]2[cH:11][cH:10][c:9]([Br:8])[cH:16][cH:15]2)[cH:5][c:6]1[CH3:7]. The reactants are C(=O)([O-])[O-].[K+].[K+] (K2CO3), Cl (HCl), IC (iodomethane), C(C1=CC=CC=C1)OC1=C(C=C(C(=O)O)C=C1C)C (4-benzyloxy-3,5-dimethyl-benzoic acid). Solvent: CN(C)C=O (DMF), O (water). Run at time 6 hour. Product: OC1=C(C=C(C(=O)OC)C=C1C)C (methyl 4-hydroxy-3,5-dimethyl-benzoate). Isolated yield 91.0%. RXN SMILES: [C:1]([O-])([O-])=O.[K+].[K+].IC.C([O:16][C:17]1[C:25]([CH3:26])=[CH:24][C:20]([C:21]([OH:23])=[O:22])=[CH:19][C:18]=1[CH3:27])C1C=CC=CC=1.Cl>CN(C=O)C.O>[OH:16][C:17]1[C:25]([CH3:26])=[CH:24][C:20]([C:21]([O:23][CH3:1])=[O:22])=[CH:19][C:18]=1[CH3:27] |f:0.1.2|. Procedure: K2CO3 (3.0 g, 21 mmol) followed by iodomethane (1.2 mL, 20 mmol) were added to a solution of 4-benzyloxy-3,5-dimethyl-benzoic acid (5.0 g, 20 mmol) in DMF (100 mL) and the mixture was stirred at room temperature for 6 h. The solution was diluted with water and was acidified with 1% aq. HCl. The mixture was extracted with EtOAc (3×200 mL). The combined organics were washed with water (200 mL), dried over sodium sulfate, filtered, and concentrated. The residue was taken up in degassed 2-propanol (... Reactants: C(=O)(O)CCC=1C(=C(NC1)C=O)C (4-(2-carboxyethyl)-2-formyl-3-methylpyrrole), OC1=CC=C2CC(NC2=C1)=O (6-hydroxy-2-oxindole), N1CCCCC1 (piperidine). Solvent: C(C)O (ethanol). Product: OC1=CC=C2C(C(NC2=C1)=O)=CC1=C(C(=CN1)CCC(=O)O)C (3-[5-(6-Hydroxy-2-oxo-1,2-dihydroindol-3-ylidenemethyl)-4-methyl-1H-pyrrol-3-yl]-propionic acid). RXN SMILES: [C:1]([CH2:4][CH2:5][C:6]1[C:7]([CH3:13])=[C:8]([CH:11]=O)[NH:9][CH:10]=1)([OH:3])=[O:2].[OH:14][C:15]1[CH:23]=[C:22]2[C:18]([CH2:19][C:20](=[O:24])[NH:21]2)=[CH:17][CH:16]=1.N1CCCCC1>C(O)C>[OH:14][C:15]1[CH:23]=[C:22]2[C:18]([C:19](=[CH:11][C:8]3[NH:9][CH:10]=[C:6]([CH2:5][CH2:4][C:1]([OH:3])=[O:2])[C:7]=3[CH3:13])[C:20](=[O:24])[NH:21]2)=[CH:17][CH:16]=1. Reported procedure: 4-(2-carboxyethyl)-2-formyl-3-methylpyrrole (543 mg), 450 mg 6-hydroxy-2-oxindole, and 450 μL piperidine in 10 mL of ethanol were heated at 90° C. overnight. The reaction mixture was cooled and concentrated. The residue was suspended in 2 N aqueous hydrochloric acid. The precipitate was filtered, washed with water to pH 6 and dried in a vacuum oven overnight to give a brown solid.